This data is from the Open Reaction Database (ORD), a public repository of structured organic reaction records. The task is: describe an organic reaction: reactants, conditions, products, and yield Solvent: C(C)O (ethanol). Procedure details: To a solution of ethyl 4-(3-formyl-4-nitrophenyl)oxybutanoate (65 g) in ethanol (400 ml) was added 3N NaOH (100 ml) in small portions. After 30 minutes at room temperature, the reaction mixture was acidified with concentrated HCl and the ethanol evaporated. The aqueous residue was extracted with ethyl acetate (4×200 ml). The combined organic layers were washed with brine (2×200 ml), dried over Na2SO4, filtered and evaporated to give a light yellow solid. Trituration with ether afforded 4-(3-form... Yield: 94.0%. Run at time 30 minute. Reaction SMILES: [CH:1]([C:3]1[CH:4]=[C:5]([O:12][CH2:13][CH2:14][CH2:15][C:16]([O:18]CC)=[O:17])[CH:6]=[CH:7][C:8]=1[N+:9]([O-:11])=[O:10])=[O:2].[OH-].[Na+].Cl.CCOCC>C(O)C>[CH:1]([C:3]1[CH:4]=[C:5]([O:12][CH2:13][CH2:14][CH2:15][C:16]([OH:18])=[O:17])[CH:6]=[CH:7][C:8]=1[N+:9]([O-:11])=[O:10])=[O:2] |f:1.2|. Product: C(=O)C=1C=C(C=CC1[N+](=O)[O-])OCCCC(=O)O (4-(3-formyl-4-nitrophenyl)oxybutanoic acid). Reactants: C(=O)C=1C=C(C=CC1[N+](=O)[O-])OCCCC(=O)OCC (ethyl 4-(3-formyl-4-nitrophenyl)oxybutanoate), [OH-].[Na+] (NaOH), Cl (HCl), CCOCC (ether). The reactants are C=C1CC(CNC(=O)OC(C)(C)C)C1, CO, ClCCl. The product is CC(C)(C)OC(=O)NCC1CC(=O)C1. Reaction SMILES: [C:1]([CH3:2])([CH3:3])([CH3:4])[O:5][C:6](=[O:7])[NH:8][CH2:9][CH:10]1[CH2:11][C:12](=[CH2:14])[CH2:13]1.[CH3:15][OH:16].[Cl:17][CH2:18][Cl:19]>>[C:1]([CH3:2])([CH3:3])([CH3:4])[O:5][C:6](=[O:7])[NH:8][CH2:9][CH:10]1[CH2:11][C:12](=[O:16])[CH2:13]1. Reactants: FC=1C(NC(N([C@H]2C[C@H](O)[C@@H](CO)O2)C1)=O)=O (2'-deoxy-5-fluorouridine), ClC1=C(CCl)C=CC=C1 (2-chlorobenzyl chloride), [OH-].[K+] (potassium hydroxide). Run in O (water), O1CCOCC1 (dioxane). Conditions: temperature 30 celsius, time 3 day. The product is ClC1=C(CO[C@H]2C[C@@H](O[C@@H]2CO)N2C(=O)NC(=O)C(=C2)F)C=CC=C1 (3'-O-(2-chlorobenzyl)-2'-deoxy-5-fluorouridine). Yield: 23.0%. RXN SMILES: [OH-].[K+].[F:3][C:4]1[C:5](=[O:19])[NH:6][C:7](=[O:18])[N:8]([CH:17]=1)[C@@H:9]1[O:16][C@H:13]([CH2:14][OH:15])[C@@H:11]([OH:12])[CH2:10]1.[Cl:20][C:21]1[CH:28]=[CH:27][CH:26]=[CH:25][C:22]=1[CH2:23]Cl>O.O1CCOCC1>[Cl:20][C:21]1[CH:28]=[CH:27][CH:26]=[CH:25][C:22]=1[CH2:23][O:12][C@@H:11]1[C@@H:13]([CH2:14][OH:15])[O:16][C@@H:9]([N:8]2[CH:17]=[C:4]([F:3])[C:5](=[O:19])[NH:6][C:7]2=[O:18])[CH2:10]1 |f:0.1|. Procedure details: A 3.75 g quantity of potassium hydroxide was dissolved in a mixture of 150 ml of water and 40 ml of dioxane. To the solution were added 1.00 g of 2'-deoxy-5-fluorouridine and 10 ml of 2-chlorobenzyl chloride, and the resulting mixture was stirred at 30° C. for 3 days. After the reaction, the same subsequent procedure as in Reference Examples 4 and 5 was carried out, and the residue was placed on a silica gel column and eluted with 2% methanol-chloroform, thereby producing 0.34 g of the title com... The reactants are C(=C)C=1C(=C(C#N)C(=CC1)F)OC (3-Ethenyl-6-fluoro-2-methoxybenzonitrile), C1=CC(=CC(=C1)Cl)C(=O)OO (mCPBA). Solvent: C(Cl)Cl (DCM). Reaction conditions: time 16 hour. The product is FC1=CC=C(C(=C1C#N)OC)C1OC1 (6-fluoro-2-methoxy-3-(oxiran-2-yl)benzonitrile). Reaction SMILES: [CH:1]([C:3]1[C:4]([O:12][CH3:13])=[C:5]([C:8]([F:11])=[CH:9][CH:10]=1)[C:6]#[N:7])=[CH2:2].C1C=C(Cl)C=C(C(OO)=[O:22])C=1>C(Cl)Cl>[F:11][C:8]1[C:5]([C:6]#[N:7])=[C:4]([O:12][CH3:13])[C:3]([CH:1]2[CH2:2][O:22]2)=[CH:10][CH:9]=1. Procedure details: 3-Ethenyl-6-fluoro-2-methoxybenzonitrile (1.67 g, 9.43 mmol) was added to DCM (50 mL) at 0° C. then mCPBA (4.88 g, 28.3 mmol) was added and the reaction mixture was stirred at RT for 16 h. The reaction mixture was washed with saturated aqueous Na2S2O3, then with 1N NaOH followed by brine. The organic layer was separated and dried over Na2SO4, filtered, and evaporated to dryness. The crude product was purified by chromatography through a 120 g. Redi-sep column and eluting with a 0-100% EtOAc/hexa... The reactants are [Ba+2], O=Cc1ccc(OCc2ccccc2)cc1, CC(=O)C1CCCCC1, CCO, [OH-], [OH-]. The product is O=C(C=Cc1ccc(OCc2ccccc2)cc1)C1CCCCC1. RXN SMILES: [Ba+2:27].[CH2:10]([c:11]1[cH:12][cH:13][cH:14][cH:15][cH:16]1)[O:17][c:18]1[cH:19][cH:20][c:21]([CH:22]=[O:23])[cH:24][cH:25]1.[CH3:1][C:2](=[O:3])[CH:4]1[CH2:5][CH2:6][CH2:7][CH2:8][CH2:9]1.[CH3:29][CH2:30][OH:31].[OH-:26].[OH-:28]>>[CH:1]([C:2](=[O:3])[CH:4]1[CH2:5][CH2:6][CH2:7][CH2:8][CH2:9]1)=[CH:22][c:21]1[cH:20][cH:19][c:18]([O:17][CH2:10][c:11]2[cH:12][cH:13][cH:14][cH:15][cH:16]2)[cH:25][cH:24]1. The reactants are CS(=O)(=O)O (methanesulfonic acid), CS(=O)(=O)O (Methanesulfonic acid), C(#N)CNC([C@@H](NC1=C(C=NS1)C1=C(C=CC=C1)N1CCN(CC1)C(=O)OC(C)(C)C)CC(C)C)=O (N1-(cyanomethyl)-N2-[4-(4-(tert-butoxycarbonyl)piperazin-1-ylphenyl)isothiazol-5-yl]leucinamide), C1CCOC1 (THF), CS(=O)(=O)O (methanesulfonic acid). Yields the product C(#N)CNC([C@@H](NC1=C(C=NS1)C1=CC=C(C=C1)N1CCNCC1)CC(C)C)=O (N1-(cyanomethyl)-N2-[4-(4-piperazin-1-ylphenyl)isothiazol-5-yl]leucinamide). RXN SMILES: CS(O)(=O)=O.[C:6]([CH2:8][NH:9][C:10](=[O:41])[C@H:11]([CH2:37][CH:38]([CH3:40])[CH3:39])[NH:12][C:13]1[S:17][N:16]=[CH:15][C:14]=1[C:18]1[CH:23]=[CH:22][CH:21]=[CH:20][C:19]=1N1CCN(C(OC(C)(C)C)=O)CC1)#[N:7].[CH2:42]1[CH2:46]OCC1>>[C:6]([CH2:8][NH:9][C:10](=[O:41])[C@H:11]([CH2:37][CH:38]([CH3:39])[CH3:40])[NH:12][C:13]1[S:17][N:16]=[CH:15][C:14]=1[C:18]1[CH:19]=[CH:20][C:21]([N:7]2[CH2:42][CH2:46][NH:9][CH2:8][CH2:6]2)=[CH:22][CH:23]=1)#[N:7]. Reported procedure: Methanesulfonic acid (16 μL, 0.24 mmol) was added dropwise over 5 min to a stirred solution of N1-(cyanomethyl)-N2-[4-(4-(tert-butoxycarbonyl)piperazin-1-ylphenyl)isothiazol-5-yl]leucinamide (63 mg, 0.12 mmol) in THF (0.21 mL) at rt. Stirring was continued for 1 h before additional methanesulfonic acid (16 μL, 0.24 mmol) was introduced in the same manner with stirring for 1 h. A final portion of methanesulfonic acid (8 μL, 0.12 mmol) was added dropwise over 3 min and the mixture was stirred at r... Reactants: crude mixture, FC1=CC=C(C=C1)[Mg]Br (4-Fluorophenyl magnesium bromide), C1(=CC=CC=C1)CC1CCN(CC1)C1CCC(CC1)=O (4-[4-(phenylmethyl)-1-piperidinyl]cyclohexanone), O=S(Cl)Cl (SOCl2), alcohols. Run in C(Cl)Cl (CH2Cl2). The product is FC1=CC=C(C=C1)C1=CCC(CC1)N1CCC(CC1)CC1=CC=CC=C1 (1-[4-(4-Fluorophenyl)-3-cyclohexen-1-yl]-4-(phenylmethyl)piperidine). Reaction SMILES: [F:1][C:2]1[CH:7]=[CH:6][C:5]([Mg]Br)=[CH:4][CH:3]=1.[C:10]1([CH2:16][CH:17]2[CH2:22][CH2:21][N:20]([CH:23]3[CH2:28][CH2:27][C:26](=O)[CH2:25][CH2:24]3)[CH2:19][CH2:18]2)[CH:15]=[CH:14][CH:13]=[CH:12][CH:11]=1.O=S(Cl)Cl>C(Cl)Cl>[F:1][C:2]1[CH:7]=[CH:6][C:5]([C:26]2[CH2:27][CH2:28][CH:23]([N:20]3[CH2:21][CH2:22][CH:17]([CH2:16][C:10]4[CH:15]=[CH:14][CH:13]=[CH:12][CH:11]=4)[CH2:18][CH2:19]3)[CH2:24][CH:25]=2)=[CH:4][CH:3]=1. Procedure: 4-Fluorophenyl magnesium bromide (10 mmole) and 4-[4-(phenylmethyl)-1-piperidinyl]cyclohexanone (7.38 mmole) were reacted by the method described in Example 13 to give the intermediate mixture of cis and trans alcohols. This crude mixture was then dehydrated using SOCl2 in CH2Cl2 by the method described in Example 35 to give the crude product which was purified by chromatography on silica gel using ethyl acetate as the eluent. The pure product was converted the HCl salt in acetone using 12N HCl ... Reactants: NC=1C=C2C=3CC(CCC3NC2=CC1)N(C)C (6-amino-3-(dimethyl)amino-1,2,3,4-tetrahydro-9H-carbazole), FC=1C=C(C(=O)Cl)C=CC1 (3-fluorobenzoyl chloride). The product is FC=1C=C(C(=O)NC=2C=C3C=4CC(CCC4NC3=CC2)N(C)C)C=CC1 (6-(3-fluorobenzoyl)amino-3-(dimethyl)amino-1,2,3,4-tetrahydro-9H-carbazole). The yield is 66.8%. RXN SMILES: [NH2:1][C:2]1[CH:3]=[C:4]2[C:12](=[CH:13][CH:14]=1)[NH:11][C:10]1[CH2:9][CH2:8][CH:7]([N:15]([CH3:17])[CH3:16])[CH2:6][C:5]2=1.[F:18][C:19]1[CH:20]=[C:21]([CH:25]=[CH:26][CH:27]=1)[C:22](Cl)=[O:23]>>[F:18][C:19]1[CH:20]=[C:21]([CH:25]=[CH:26][CH:27]=1)[C:22]([NH:1][C:2]1[CH:3]=[C:4]2[C:12](=[CH:13][CH:14]=1)[NH:11][C:10]1[CH2:9][CH2:8][CH:7]([N:15]([CH3:17])[CH3:16])[CH2:6][C:5]2=1)=[O:23]. Procedure: Beginning with 10.4 mg (0.046 mMol) 6-amino-3-(dimethyl)amino-1,2,3,4-tetrahydro-9H-carbazole and 8.1 μL (0.051 mMol) 3-fluorobenzoyl chloride, 10.8 mg (69%) of the title compound were recovered as a beige solid. Reactants: CC1(OCCO1)C1=CC=C(O1)CN1N=CC(=N1)N (2-[5-(2-methyl-[1,3]dioxolan-2-yl)-furan-2-ylmethyl]-2H-[1,2,3]triazol-4-ylamine), FC=1C=C(C=CC1)C1=C(N=CO1)C(=O)O (5-(3-fluoro-phenyl)-oxazole-4-carboxylic acid). Yields the product C(C)(=O)C1=CC=C(O1)CN1N=CC(=N1)NC(=O)C=1N=COC1C1=CC(=CC=C1)F (5-(3-Fluoro-phenyl)-oxazole-4-carboxylic acid [2-(5-acetyl-furan-2-ylmethyl)-2H-[1,2,3]triazol-4-yl]-amide). RXN SMILES: [CH3:1][C:2]1([C:7]2[O:11][C:10]([CH2:12][N:13]3[N:17]=[C:16]([NH2:18])[CH:15]=[N:14]3)=[CH:9][CH:8]=2)[O:6]CCO1.[F:19][C:20]1[CH:21]=[C:22]([C:26]2[O:30][CH:29]=[N:28][C:27]=2[C:31](O)=[O:32])[CH:23]=[CH:24][CH:25]=1>>[C:2]([C:7]1[O:11][C:10]([CH2:12][N:13]2[N:17]=[C:16]([NH:18][C:31]([C:27]3[N:28]=[CH:29][O:30][C:26]=3[C:22]3[CH:23]=[CH:24][CH:25]=[C:20]([F:19])[CH:21]=3)=[O:32])[CH:15]=[N:14]2)=[CH:9][CH:8]=1)(=[O:6])[CH3:1]. Reported procedure: Following general procedure A followed by L, starting from 2-[5-(2-methyl-[1,3]dioxolan-2-yl)-furan-2-ylmethyl]-2H-[1,2,3]triazol-4-ylamine and 5-(3-fluoro-phenyl)-oxazole-4-carboxylic acid. The product is C(C)OC(C1=C(N=C(C=C1)C)N)=O (2-Amino-6-methyl-nicotinic acid ethyl ester). Reagents/catalysts: C=1C=CC(=CC1)[P](C=2C=CC=CC2)(C=3C=CC=CC3)[Pd]([P](C=4C=CC=CC4)(C=5C=CC=CC5)C=6C=CC=CC6)([P](C=7C=CC=CC7)(C=8C=CC=CC8)C=9C=CC=CC9)[P](C=1C=CC=CC1)(C=1C=CC=CC1)C=1C=CC=CC1 (tetrakis(triphenylphosphine)palladium). Yield: 48.0%. Starting materials: CN1C(CCC1)=O (N-methylpyrrolidinone), C(C)OC(C1=C(N=C(C=C1)Cl)N)=O (2-amino-6-chloro-nicotinic acid ethyl ester), C[Sn](C)(C)C (tetramethyltin). Solvent: O (Water). Procedure: To a N-methylpyrrolidinone (20 mL) solution of 2-amino-6-chloro-nicotinic acid ethyl ester (2.00 g, 7.78 mmol) described in Manufacturing Example 170-1-1 were added tetramethyltin (1.62 mL, 11.7 mmol) and tetrakis(triphenylphosphine)palladium (0) (899 mg, 0.778 mmol), which was stirred under nitrogen atmosphere for 5 hours and 40 minutes at 130° C. Water was added to the reaction mixture at room temperature, which was extracted with ethyl acetate. The organic layer was washed with water and satu... RXN SMILES: [CH3:1]N1CCCC1=O.[CH2:8]([O:10][C:11](=[O:20])[C:12]1[CH:17]=[CH:16][C:15](Cl)=[N:14][C:13]=1[NH2:19])[CH3:9].C[Sn](C)(C)C>C1C=CC([P]([Pd]([P](C2C=CC=CC=2)(C2C=CC=CC=2)C2C=CC=CC=2)([P](C2C=CC=CC=2)(C2C=CC=CC=2)C2C=CC=CC=2)[P](C2C=CC=CC=2)(C2C=CC=CC=2)C2C=CC=CC=2)(C2C=CC=CC=2)C2C=CC=CC=2)=CC=1.O>[CH2:8]([O:10][C:11](=[O:20])[C:12]1[CH:17]=[CH:16][C:15]([CH3:1])=[N:14][C:13]=1[NH2:19])[CH3:9] |^1:29,31,50,69|. Run at temperature 130 celsius, time 40 minute.